Dataset: the Open Reaction Database (ORD), a public repository of structured organic reaction records. Task: describe an organic reaction: reactants, conditions, products, and yield The reactants are BrC(C)C1=NC2=CC=CC=C2C(N1)=O (2-(1-bromoethyl)quinazolin-4(3H)-one), C1(CC1)N (cyclopropylamine). Solvent: CN(C=O)C (N,N-dimethylformamide), CN(C=O)C (N,N-dimethylformamide), O (water). Conditions: time 18 hour. Product: C1(CC1)NC(C)C1=NC2=CC=CC=C2C(N1)=O (2-[1-(cyclopropylamino)ethyl]quinazolin-4(3H)-one). Reaction SMILES: Br[CH:2]([C:4]1[NH:13][C:12](=[O:14])[C:11]2[C:6](=[CH:7][CH:8]=[CH:9][CH:10]=2)[N:5]=1)[CH3:3].[CH:15]1([NH2:18])[CH2:17][CH2:16]1>CN(C)C=O.O>[CH:15]1([NH:18][CH:2]([C:4]2[NH:13][C:12](=[O:14])[C:11]3[C:6](=[CH:7][CH:8]=[CH:9][CH:10]=3)[N:5]=2)[CH3:3])[CH2:17][CH2:16]1. Procedure details: To a suspension of 2-(1-bromoethyl)quinazolin-4(3H)-one (2.53 g) in N,N-dimethylformamide (30 mL) was added cyclopropylamine (3.46 mL), and the mixture was diluted with N,N-dimethylformamide (20 mL) and water (1 mL), and then stirred for 18 hours. The reaction solution was concentrated under reduced pressure, and to the residue was added aqueous sodium hydrogen carbonate solution, and then the mixture was extracted with chloroform. The organic layer was dried over sodium sulfate, and then concen... Reactants: C1(=CC=CC=C1)N1NC(=CC1=O)C(F)(F)F (1-phenyl-3-trifluoromethyl-5-pyrazolone), FC(C(C(=O)OC)=O)(F)F (methyl trifluoropyruvate). Run in C(Cl)(Cl)Cl (chloroform). Run at temperature 80 celsius, time 2 hour. Product: COC(C(C1=C(NN(C1=O)C1=CC=CC=C1)C(F)(F)F)(C(F)(F)F)O)=O (α-hydroxy-2,5-dihydro-5-oxo-1-phenyl-α-trifluoromethyl-3-trifluoromethyl-1H-pyrazole-4-acetic acid methyl ester), solid. Reaction SMILES: [C:1]1([N:7]2[C:11](=[O:12])[CH:10]=[C:9]([C:13]([F:16])([F:15])[F:14])[NH:8]2)[CH:6]=[CH:5][CH:4]=[CH:3][CH:2]=1.[F:17][C:18]([F:26])([F:25])[C:19](=[O:24])[C:20]([O:22][CH3:23])=[O:21]>C(Cl)(Cl)Cl>[CH3:23][O:22][C:20](=[O:21])[C:19]([OH:24])([C:18]([F:26])([F:25])[F:17])[C:10]1[C:11](=[O:12])[N:7]([C:1]2[CH:2]=[CH:3][CH:4]=[CH:5][CH:6]=2)[NH:8][C:9]=1[C:13]([F:15])([F:16])[F:14]. Procedure: To a chloroform solution (5 ml) of 1-phenyl-3-trifluoromethyl-5-pyrazolone (114 mg, 0.5 mmol), methyl trifluoropyruvate (78 mg, 0.5 mmol) was added at room temperature and the mixture was stirred at 80° C. for 2 hours. After removing the solvent under reduced pressure, the title compound was obtained as a colorless solid (172 mg). RXN SMILES: [Si]([O-])([O-])([O-])[O-].[Mg+2].[Mg+2].[C:8]1([OH:14])[CH:13]=[CH:12][CH:11]=[CH:10][CH:9]=1.C1(C)C(O)=CC=CC=1.[Si:23](Cl)(Cl)(Cl)[Cl:24]>>[Cl:24][Si:23].[C:8]1([OH:14])[CH:13]=[CH:12][CH:11]=[CH:10][CH:9]=1 |f:0.1.2,6.7|. Reactants: [Si]([O-])([O-])([O-])[O-].[Mg+2].[Mg+2] (magnesium silicate), C1(=CC=CC=C1)O (phenol), C1(=CC=CC=C1O)C (cresol), [Si](Cl)(Cl)(Cl)Cl (silicon tetrachloride). Procedure details: About 0.25 mol of fine granular hydrated silica 0.5 mol of fine granular magnesium silicate, 0.5 mol of phenol, 0.5 mol of cresol, and 1 mol of silicon tetrachloride are slowly added simultaneously while agitating and keeping the temperature below the boiling temperature of the mixture for 1 to 2 hours; the reaction is complete in 2 to 8 hours, thereby producing a phenol chlorosilicon acid resinous product and magnesium chloride. About 1 mol of ethylene chloride is added to the resinous product ... Run at time 5 hour. Yields the product Cl[Si].C1(=CC=CC=C1)O (phenol chlorosilicon). The reactants are [C-]#N.[K+] (potassium cyanide), C1(=CC=C(C=C1)S(=O)(=O)OCC1COC2=CC=CC=C2C1)C (3-(p-toluenesulphonyloxymethyl)chroman), ice water. The solvent is CS(=O)C (dimethyl sulphoxide). Conditions: time 3 hour. The product is C(#N)CC1COC2=CC=CC=C2C1 (3-cyanomethylchroman). The yield is 88.2%. Reaction SMILES: [C-:1]#[N:2].[K+].C1(C)C=CC(S(O[CH2:14][CH:15]2[CH2:24][C:23]3[C:18](=[CH:19][CH:20]=[CH:21][CH:22]=3)[O:17][CH2:16]2)(=O)=O)=CC=1>CS(C)=O>[C:1]([CH2:14][CH:15]1[CH2:24][C:23]2[C:18](=[CH:19][CH:20]=[CH:21][CH:22]=2)[O:17][CH2:16]1)#[N:2] |f:0.1|. Procedure details: 12.53 g (192.5 mmol) of potassium cyanide are added at room temperature to a solution of 55.72 g (175 mmol) of 3-(p-toluenesulphonyloxymethyl)chroman (for manufacture see Example 1) in 300 ml of dimethyl sulphoxide and the whole is heated to 60° while stirring. After 3 hours, ice-water is added to the reaction mixture, the whole is extracted with diethyl ether and washed thoroughly with water. The combined organic phases are dried over sodium sulphate and concentrated by evaporation in vacuo. 26...